This data is from the Open Reaction Database (ORD), a public repository of structured organic reaction records. The task is: describe an organic reaction: reactants, conditions, products, and yield Starting materials: P(=O)(Cl)(Cl)Cl (phosphorus oxychloride), CC1=NC=C2SC=CN21 (5-methylimidazo[5,1-b]thiazole), CN(C)C=O (DMF), [OH-].[Na+] (sodium hydroxide). Run in O (water), ClCCl (dichloromethane), ClCCl (dichloromethane), ClCCl (dichloromethane). Reaction conditions: temperature 0 celsius. Yields the product C(=O)C=1N=C(N2C1SC=C2)C (7-formyl-5-methylimidazo[5,1-b]thiazole). RXN SMILES: CN([CH:4]=[O:5])C.P(Cl)(Cl)(Cl)=O.[CH3:11][C:12]1[N:19]2[C:15]([S:16][CH:17]=[CH:18]2)=[CH:14][N:13]=1.[OH-].[Na+]>ClCCl.O>[CH:4]([C:14]1[N:13]=[C:12]([CH3:11])[N:19]2[CH:18]=[CH:17][S:16][C:15]=12)=[O:5] |f:3.4|. Procedure details: DMF (8 ml) was added to 40 ml of dichloromethane. The mixture was cooled in an argon atmosphere to 0° C. A solution of 9 ml of phosphorus oxychloride in 40 ml of dichloromethane was added dropwise thereto. Further, a solution of 1.2 g of 5-methylimidazo[5,1-b]thiazole in 20 ml of dichloromethane was added dropwise thereto. The mixture was heated under reflux for 5 hr. The reaction solution was poured into iced water, and then adjusted to pH 10 by the addition of an aqueous sodium hydroxide solut... Starting materials: [N+](=O)([O-])C=1C=C(C#N)C=CC1 (M-nitrobenzonitrile). Reagents/catalysts: [Ni] (Raney nickel). Yields the product NC=1C=C(CN)C=CC1 (m-aminobenzylamine). Yield: 49.0%. Reaction SMILES: [N+:1]([C:4]1[CH:5]=[C:6]([CH:9]=[CH:10][CH:11]=1)[C:7]#[N:8])([O-])=O>[Ni]>[NH2:1][C:4]1[CH:5]=[C:6]([CH:9]=[CH:10][CH:11]=1)[CH2:7][NH2:8]. Reported procedure: A process wherein M-nitrobenzonitrile is subjected to high pressure catalytic reduction with Raney nickel catalyst to obtain m-aminobenzylamine (yield: 49%) (J.R. Griffith et al., NRL Report 6439)). Reactants: [I-].[K+] (potassium iodide), NC1=C(C=C(C(=O)OC)C=C1)O (methyl 4-amino-3-hydroxybenzoate), Cl (HCl), N(=O)[O-].[Na+] (NaNO2). Run in O (water), CCOC(=O)C (EtOAc), C1CCOC1 (THF), O (water). Reaction conditions: time 25 minute. The product is OC=1C=C(C(=O)OC)C=CC1I (methyl 3-hydroxy-4-iodobenzoate). Reaction SMILES: N[C:2]1[CH:11]=[CH:10][C:5]([C:6]([O:8][CH3:9])=[O:7])=[CH:4][C:3]=1[OH:12].Cl.N([O-])=O.[Na+].[I-:18].[K+]>O.CCOC(C)=O.C1COCC1>[OH:12][C:3]1[CH:4]=[C:5]([CH:10]=[CH:11][C:2]=1[I:18])[C:6]([O:8][CH3:9])=[O:7] |f:2.3,4.5|. Procedure details: A solution of methyl 4-amino-3-hydroxybenzoate (79 g, 0.47 mol), 3N HCl (750 mL), and THF (250 mL) was cooled to 0° C. A solution of NaNO2 (35.9 g, 0.52 mol) in 115 mL of water was added over ca. 5 minutes, and the solution was stirred for another 25 minutes. A solution of potassium iodide (312 g, 1.88 mol) in 235 mL of water was added all at once, and the reaction was stirred for an additional 15 minutes. The mixture was poured into EtOAc, shaken, and the layers were separated. The organic phas... The reactants are FC1=C(C=CC=C1)C(C(C#N)C1=CC=C2C(=N1)SC(=N2)NC(C)C)=O (3-(2-fluorophenyl)-2-(2-(isopropylamino)thiazolo[5,4-b]pyridin-5-yl)-3-oxopropanenitrile), NN (hydrazine). Solvent: CCO (EtOH), CC(=O)O (HOAc). Reaction conditions: time 10 minute. Yields the product NC1=C(C(=NN1)C1=CC=CC=C1)C1=CC=C2C(=N1)SC(=N2)NC(C)C (5-(5-amino-3-phenyl-1H-pyrazol-4-yl) -N-isopropylthiazolo[5,4-b]pyridin-2-amine). Isolated yield 1.4%. As a reaction SMILES: F[C:2]1[CH:7]=[CH:6][CH:5]=[CH:4][C:3]=1[C:8](=O)[CH:9]([C:12]1[N:17]=[C:16]2[S:18][C:19]([NH:21][CH:22]([CH3:24])[CH3:23])=[N:20][C:15]2=[CH:14][CH:13]=1)[C:10]#[N:11].[NH2:26][NH2:27]>CCO.CC(O)=O>[NH2:11][C:10]1[NH:27][N:26]=[C:8]([C:3]2[CH:4]=[CH:5][CH:6]=[CH:7][CH:2]=2)[C:9]=1[C:12]1[N:17]=[C:16]2[S:18][C:19]([NH:21][CH:22]([CH3:24])[CH3:23])=[N:20][C:15]2=[CH:14][CH:13]=1. Procedure details: To a solution of 3-(2-fluorophenyl)-2-(2-(isopropylamino)thiazolo[5,4-b]pyridin-5-yl)-3-oxopropanenitrile (0.10 g, 0.282 mmol, 1.0 eq.) in EtOH (1 mL) and HOAc (2 mL) at 0° C. was added hydrazine (0.1 mL, 3.19 mmol, 11.3 eq.). After 10 min., the cold bath was removed, and the reaction mixture was stirred to room temperature for 10 min. It was then heated at 88° C. for 5 hr and at 100° C. overnight. After cooling to room temperature and then to 0° C., water was added followed by concentrated aque... Reactants: CCOC(C)=O, O=[N+]([O-])c1ccc(N2CCCCC2)c(F)c1. Yields the product Nc1ccc(N2CCCCC2)c(F)c1. RXN SMILES: [CH3:17][CH2:18][O:19][C:20](=[O:21])[CH3:22].[F:1][c:2]1[c:3]([N:11]2[CH2:12][CH2:13][CH2:14][CH2:15][CH2:16]2)[cH:4][cH:5][c:6]([N+:8]([O-:9])=[O:10])[cH:7]1>>[F:1][c:2]1[c:3]([N:11]2[CH2:12][CH2:13][CH2:14][CH2:15][CH2:16]2)[cH:4][cH:5][c:6]([NH2:8])[cH:7]1.